This data is from the Open Reaction Database (ORD), a public repository of structured organic reaction records. The task is: describe an organic reaction: reactants, conditions, products, and yield Starting materials: Cc1cc(O)cc(C)c1CC(NC(=O)OC(C)(C)C)C(=O)NC(C)C(=O)NCC(Cc1ccccc1)NC(=O)OCc1ccccc1, CO, O=C[O-], [NH4+], [OH-], [OH-], [Pd+2]. Yields the product Cc1cc(O)cc(C)c1CC(NC(=O)OC(C)(C)C)C(=O)NC(C)C(=O)NCC(N)Cc1ccccc1. As a reaction SMILES: [C:1]([CH3:2])([CH3:3])([CH3:4])[O:5][C:6](=[O:7])[NH:8][CH:9]([CH2:10][c:11]1[c:12]([CH3:19])[cH:13][c:14]([OH:18])[cH:15][c:16]1[CH3:17])[C:20](=[O:21])[NH:22][CH:23]([CH3:24])[C:25](=[O:26])[NH:27][CH2:28][CH:29]([CH2:30][c:31]1[cH:32][cH:33][cH:34][cH:35][cH:36]1)[NH:37][C:38]([O:39][CH2:40][c:41]1[cH:42][cH:43][cH:44][cH:45][cH:46]1)=[O:47].[CH3:52][OH:53].[CH:48]([O-:49])=[O:50].[NH4+:51].[OH-:54].[OH-:56].[Pd+2:55]>>[C:1]([CH3:2])([CH3:3])([CH3:4])[O:5][C:6](=[O:7])[NH:8][CH:9]([CH2:10][c:11]1[c:12]([CH3:19])[cH:13][c:14]([OH:18])[cH:15][c:16]1[CH3:17])[C:20](=[O:21])[NH:22][CH:23]([CH3:24])[C:25](=[O:26])[NH:27][CH2:28][CH:29]([CH2:30][c:31]1[cH:32][cH:33][cH:34][cH:35][cH:36]1)[NH2:37]. The reactants are ice, [OH-].[Na+] (NaOH), IC1=C(C=CC2=C1CCO2)C2=CC=CC=C2 (2,3-dihydro-4-iodo-5-phenylbenzofuran), C(C)(C)(C)[Li] (tert-butyllithium), C(=O)=O (carbon dioxide). Run in CCOCC (Et2O), C1CCOC1 (THF). Conditions: time 0.5 hour. Product: C1(=CC=CC=C1)C1=CC=C2C(CCO2)=C1C(=O)O (2,3-Dihydro-5-phenyl-4-benzofurancarboxylic acid). Yield: 67.0%. As a reaction SMILES: I[C:2]1[C:7]2[CH2:8][CH2:9][O:10][C:6]=2[CH:5]=[CH:4][C:3]=1[C:11]1[CH:16]=[CH:15][CH:14]=[CH:13][CH:12]=1.C([Li])(C)(C)C.[C:22](=[O:24])=[O:23].[OH-].[Na+]>C1COCC1.CCOCC>[C:11]1([C:3]2[C:2]([C:22]([OH:24])=[O:23])=[C:7]3[CH2:8][CH2:9][O:10][C:6]3=[CH:5][CH:4]=2)[CH:16]=[CH:15][CH:14]=[CH:13][CH:12]=1 |f:3.4|. Procedure details: A magnetically stirred solution of 2,3-dihydro-4-iodo-5-phenylbenzofuran (1.60 g, 4.97 mmol) in anhydrous THF (40 mL) under nitrogen at -78° C. was treated with tert-butyllithium (1.73 M in pentane, 6.10 mL, 10.6 mmol), keeping the temperature less than -65° C., throughout. The solution was stirred for 0.5 h and treated with anhydrous carbon dioxide over 1 h at such a rate as to keep the temperature below -60° C. during addition. The solution was stirred for 2 h, allowed to warm to room temperat... RXN SMILES: [CH3:1][N:2]([CH2:3][CH2:4][O:5][c:6]1[cH:7][cH:8][c:9]([NH:12][C:13]([C:14](=[C:15]([CH2:16][CH3:17])[c:18]2[cH:19][cH:20][cH:21][cH:22][cH:23]2)[c:24]2[cH:25][cH:26][c:27]([O:30][CH2:31][O:32][CH3:33])[cH:28][cH:29]2)=[O:34])[cH:10][cH:11]1)[CH3:35].[CH3:42][OH:43].[CH3:44][CH2:45][O:46][C:47]([CH3:48])=[O:49].[ClH:36].[Na+:41].[O-:37][C:38]([OH:39])=[O:40].[OH2:50]>>[CH3:1][N:2]([CH2:3][CH2:4][O:5][c:6]1[cH:7][cH:8][c:9]([NH:12][C:13]([C:14](=[C:15]([CH2:16][CH3:17])[c:18]2[cH:19][cH:20][cH:21][cH:22][cH:23]2)[c:24]2[cH:25][cH:26][c:27]([OH:30])[cH:28][cH:29]2)=[O:34])[cH:10][cH:11]1)[CH3:35]. The reactants are CCC(=C(C(=O)Nc1ccc(OCCN(C)C)cc1)c1ccc(OCOC)cc1)c1ccccc1, CO, CCOC(C)=O, Cl, [Na+], O=C([O-])O, O. The product is CCC(=C(C(=O)Nc1ccc(OCCN(C)C)cc1)c1ccc(O)cc1)c1ccccc1. Starting materials: C1(=CC=CC=C1)S(=O)(=O)NC(CC1=CC=C(OCC(=O)OCC)C=C1)C=1C=NC=CC1 (Ethyl 4-[2-benzenesulfonamido-2-(3-pyridyl)ethyl]phenoxyacetate), C(C)O (ethanol), [OH-].[Na+] (sodium hydroxide). The solvent is O1CCCC1 (tetrahydrofuran). Conditions: time 1 hour. Yields the product C(C)C(C(=O)O)OC1=CC=C(C=C1)CC(C=1C=NC=CC1)NS(=O)(=O)C1=CC=CC=C1 (ethyl 4-[2-benzenesulfonamido-2-(3-pyridyl)ethyl]phenoxyacetic acid). As a reaction SMILES: [C:1]1([S:7]([NH:10][CH:11]([C:26]2[CH:27]=[N:28][CH:29]=[CH:30][CH:31]=2)[CH2:12][C:13]2[CH:25]=[CH:24][C:16]([O:17][CH2:18][C:19]([O:21]CC)=[O:20])=[CH:15][CH:14]=2)(=[O:9])=[O:8])[CH:6]=[CH:5][CH:4]=[CH:3][CH:2]=1.[OH-].[Na+].[CH2:34](O)[CH3:35]>O1CCCC1>[CH2:34]([CH:18]([O:17][C:16]1[CH:15]=[CH:14][C:13]([CH2:12][CH:11]([NH:10][S:7]([C:1]2[CH:2]=[CH:3][CH:4]=[CH:5][CH:6]=2)(=[O:9])=[O:8])[C:26]2[CH:27]=[N:28][CH:29]=[CH:30][CH:31]=2)=[CH:25][CH:24]=1)[C:19]([OH:21])=[O:20])[CH3:35] |f:1.2|. Procedure: Ethyl 4-[2-benzenesulfonamido-2-(3-pyridyl)ethyl]phenoxyacetate (70 mg) was dissolved in 2 ml of ethanol and 2 ml of tetrahydrofuran, followed by addition of 0.30 ml of aqueous 2N sodium hydroxide solution, and stirred at room temperature for one hour. The solvent was concentrated under reduced pressure, and neutralized with 2N hydrogen chloride. Then, the crystalline deposited was taken out by filtration and recrystallized in aqueous ethanol, to yield 15 mg of ethyl 4-[2-benzenesulfonamido-2-(3... Starting materials: C[Si](C)(C)C=[N+]=[N-] ((trimethylsilyl)diazomethane), C(C)(=O)OCC (ethyl acetate), C(O)([O-])=O.[Na+] (sodium hydrogen carbonate), OCC=1C=C(OCCN(C(CCC(=O)O)=O)C)C=C(C1)CO (N-[2-(3,5-Bis-hydroxymethyl-phenoxy)-ethyl]-N-methyl-succinamic acid). Solvent: hexanes, C(C)(=O)O (acetic acid), CO (methanol). Run at time 40 minute. The product is COC(CCC(=O)N(C)CCOC1=CC(=CC(=C1)CO)CO)=O (N-[2-(3,5-Bis-hydroxymethyl-phenoxy)-ethyl]-N-methyl-succinamic acid methyl ester). As a reaction SMILES: [OH:1][CH2:2][C:3]1[CH:4]=[C:5]([CH:18]=[C:19]([CH2:21][OH:22])[CH:20]=1)[O:6][CH2:7][CH2:8][N:9]([CH3:17])[C:10](=[O:16])[CH2:11][CH2:12][C:13]([OH:15])=[O:14].[CH3:23][Si](C=[N+]=[N-])(C)C.C(OCC)(=O)C.C(=O)([O-])O.[Na+]>CO.C(O)(=O)C>[CH3:23][O:14][C:13](=[O:15])[CH2:12][CH2:11][C:10]([N:9]([CH2:8][CH2:7][O:6][C:5]1[CH:4]=[C:3]([CH2:2][OH:1])[CH:20]=[C:19]([CH2:21][OH:22])[CH:18]=1)[CH3:17])=[O:16] |f:3.4|. Reported procedure: To a cooled (0° C.) solution of N-[2-(3,5-Bis-hydroxymethyl-phenoxy)-ethyl]-N-methyl-succinamic acid (225 mg) in methanol (1 mL), was added (trimethylsilyl)diazomethane 2M in hexanes (840 μL) until persistence of the yellow colour. After 40 min, ethyl acetate (5 mL) and acetic acid (50 μL) were added, then, one minute later, a saturated aqueous solution of sodium hydrogen carbonate until pH=7. The aqueous phase was extracted with ethyl acetate. The combined organic layers were washed with a satu... The product is CC1(C)Cc2cccc(Br)c2O1. RXN SMILES: [BrH:13].[Cu:19][Br:20].[N:14]([O-:15])=[O:16].[NH2:1][c:2]1[cH:3][cH:4][cH:5][c:6]2[c:10]1[O:9][C:8]([CH3:11])([CH3:12])[CH2:7]2.[Na+:17].[OH2:18]>>[c:2]1([Br:13])[cH:3][cH:4][cH:5][c:6]2[c:10]1[O:9][C:8]([CH3:11])([CH3:12])[CH2:7]2. The reactants are Br, [Cu]Br, O=N[O-], CC1(C)Cc2cccc(N)c2O1, [Na+], O. Starting materials: B(OC(C)C)(OC(C)C)OC(C)C (triisopropyl borate), FC1=CC=C(C=C1)[Mg]Br (4-fluorophenylmagnesium bromide), Cl (HCl), CCOCC (Ether). Solvent: C1CCOC1 (THF). The product is FC1=CC=C(C=C1)B(O)O (4-fluorophenyl boronic acid). Reaction SMILES: [B:1](OC(C)C)([O:6]C(C)C)[O:2]C(C)C.[F:14][C:15]1[CH:20]=[CH:19][C:18]([Mg]Br)=[CH:17][CH:16]=1.CCOCC.Cl>C1COCC1>[F:14][C:15]1[CH:20]=[CH:19][C:18]([B:1]([OH:6])[OH:2])=[CH:17][CH:16]=1. Reported procedure: To a stirred solution of triisopropyl borate (4.6 mL, 20 mmol) in THF (1 mL) at -78° C. under nitrogen was added 4-fluorophenylmagnesium bromide (2M solution in diethylether, 10 mL) dropwise. The mixture was allowed to warm to room temperature. Ether (50 mL) was added, followed by 10% HCl (50 mL). The ether layer was then washed with H2O (25 mL) and brine (25 mL). The dried (MgSO4) ether layer was concentrated to dryness. The residue was triturated with hexanes to provide an off-white solid whic... The reactants are NCC(=O)[C@H]1[C@@](O[C@@H]([C@H]([C@@H]1O)O)CO)(N(C(CCCCCCCCCCC)=O)CCCCCCCCCCCCCC)N (N-(2-glycyl-amino-2-deoxy-β-D-glucopyranosyl)-N-tetradecyl-dodecanamide), C(=O)(OCC1=CC=CC=C1)N[C@@H](C(C)C)C(=O)O (N-carbobenzoxy-L-valine). Solvent: ClCCl (dichloromethane). Product: C(=O)(OCC1=CC=CC=C1)N[C@@H](C(C)C)C(=O)NCC(=O)[C@H]1[C@@](O[C@@H]([C@H]([C@@H]1O)O)CO)(N(C(CCCCCCCCCCC)=O)CCCCCCCCCCCCCC)N (N-[2(N-Carbobenzoxy-L-valyl-glycyl)-amino-2-deoxy-β-D-glucopyranosyl]-N-tetradecyl-dodecanamide). Isolated yield 76.0%. Reaction SMILES: [NH2:1][CH2:2][C:3]([C@@H:5]1[C@@H:10]([OH:11])[C@H:9]([OH:12])[C@@H:8]([CH2:13][OH:14])[O:7][C@@:6]1([NH2:43])[N:15]([CH2:29][CH2:30][CH2:31][CH2:32][CH2:33][CH2:34][CH2:35][CH2:36][CH2:37][CH2:38][CH2:39][CH2:40][CH2:41][CH3:42])[C:16](=[O:28])[CH2:17][CH2:18][CH2:19][CH2:20][CH2:21][CH2:22][CH2:23][CH2:24][CH2:25][CH2:26][CH3:27])=[O:4].[C:44]([NH:54][C@H:55]([C:59](O)=[O:60])[CH:56]([CH3:58])[CH3:57])([O:46][CH2:47][C:48]1[CH:53]=[CH:52][CH:51]=[CH:50][CH:49]=1)=[O:45]>ClCCl>[C:44]([NH:54][C@H:55]([C:59]([NH:1][CH2:2][C:3]([C@@H:5]1[C@@H:10]([OH:11])[C@H:9]([OH:12])[C@@H:8]([CH2:13][OH:14])[O:7][C@@:6]1([NH2:43])[N:15]([CH2:29][CH2:30][CH2:31][CH2:32][CH2:33][CH2:34][CH2:35][CH2:36][CH2:37][CH2:38][CH2:39][CH2:40][CH2:41][CH3:42])[C:16](=[O:28])[CH2:17][CH2:18][CH2:19][CH2:20][CH2:21][CH2:22][CH2:23][CH2:24][CH2:25][CH2:26][CH3:27])=[O:4])=[O:60])[CH:56]([CH3:58])[CH3:57])([O:46][CH2:47][C:48]1[CH:53]=[CH:52][CH:51]=[CH:50][CH:49]=1)=[O:45]. Procedure: from N-(2-glycyl-amino-2-deoxy-β-D-glucopyranosyl)-N-tetradecyl-dodecanamide and N-carbobenzoxy-L-valine. Yield 76%. [α]D =+17.8° (c=1.09, dichloromethane). m.p. 85-86°. Reactants: COC(=O)CCCBr, O=C([O-])[O-], CC(C)=O, ClCCl, [K+], [K+], S=C1N=C2C=CC=CN2C1Cc1cccc2ccccc12. Yields the product COC(=O)CCCSC1N=C2C=CC=CN2C1Cc1cccc2ccccc12. As a reaction SMILES: [Br:22][CH2:23][CH2:24][CH2:25][C:26](=[O:27])[O:28][CH3:29].[C:30](=[O:31])([O-:32])[O-:33].[CH3:36][C:37](=[O:38])[CH3:39].[Cl:40][CH2:41][Cl:42].[K+:34].[K+:35].[c:1]1([CH2:11][CH:12]2[C:13](=[S:21])[N:14]=[C:15]3[N:16]2[CH:17]=[CH:18][CH:19]=[CH:20]3)[cH:2][cH:3][cH:4][c:5]2[cH:6][cH:7][cH:8][cH:9][c:10]12>>[c:1]1([CH2:11][CH:12]2[CH:13]([S:21][CH2:23][CH2:24][CH2:25][C:26](=[O:27])[O:28][CH3:29])[N:14]=[C:15]3[N:16]2[CH:17]=[CH:18][CH:19]=[CH:20]3)[cH:2][cH:3][cH:4][c:5]2[cH:6][cH:7][cH:8][cH:9][c:10]12. Reactants: 12.3, NC=1C=C(C=CC1NC(C)C)C(=O)C1=CC=C(C=C1)F ([3-amino-4-[(1-methylethyl)amino]phenyl](4-fluorophenyl)methanone), Cl (hydrochloric acid), N(=O)[O-].[Na+] (sodium nitrite), C([O-])([O-])=O.[K+].[K+] (potassium carbonate). Conditions: time 1 hour. Yields the product 17, FC1=CC=C(C=C1)C(=O)C1=CC2=C(N(N=N2)C(C)C)C=C1 ((4-fluorophenyl) [1-(1-methylethyl)-1H-benzotriazol-5-yl]methanone). The yield is 100.0%. RXN SMILES: [NH2:1][C:2]1[CH:3]=[C:4]([C:12]([C:14]2[CH:19]=[CH:18][C:17]([F:20])=[CH:16][CH:15]=2)=[O:13])[CH:5]=[CH:6][C:7]=1[NH:8][CH:9]([CH3:11])[CH3:10].Cl.[N:22]([O-])=O.[Na+].C(=O)([O-])[O-].[K+].[K+]>>[F:20][C:17]1[CH:16]=[CH:15][C:14]([C:12]([C:4]2[CH:5]=[CH:6][C:7]3[N:8]([CH:9]([CH3:10])[CH3:11])[N:22]=[N:1][C:2]=3[CH:3]=2)=[O:13])=[CH:19][CH:18]=1 |f:2.3,4.5.6|. Procedure: To a stirred and cooled (5° C.) solution of 12.3 parts of [3-amino-4-[(1-methylethyl)amino]phenyl](4-fluorophenyl)methanone in 150 parts of a hydrochloric acid solution 6N were added 4.7 parts of sodium nitrite. Upon complete addition, stirring was continued for 1 hour at room temperature. The mixture was treated with a potassium carbonate solution to pH 9 and the product was extracted with dichloromethane. The extract was dried, filtered and evaporated, yielding 17 parts (100%) of (4-fluorophen...